Task: describe an organic reaction: reactants, conditions, products, and yield. Dataset: the Open Reaction Database (ORD), a public repository of structured organic reaction records The reactants are C(=O)(OC(C)(C)C)NNC1=NC=C(C=C1)[N+](=O)[O-] (2-BOC-hydrazino-5-nitropyridine). The reagents and catalysts are [Pd] (palladium on charcoal). Solvent: C(C)O (ethanol). Reaction conditions: time 2 hour. Product: C(=O)(OC(C)(C)C)NNC1=NC=C(C=C1)N (2-(BOC-Hydrazino)-5-Amino-Pyridine). Isolated yield 81.6%. As a reaction SMILES: [C:1]([NH:8][NH:9][C:10]1[CH:15]=[CH:14][C:13]([N+:16]([O-])=O)=[CH:12][N:11]=1)([O:3][C:4]([CH3:7])([CH3:6])[CH3:5])=[O:2]>[Pd].C(O)C>[C:1]([NH:8][NH:9][C:10]1[CH:15]=[CH:14][C:13]([NH2:16])=[CH:12][N:11]=1)([O:3][C:4]([CH3:7])([CH3:6])[CH3:5])=[O:2]. Reported procedure: Into a Parr hydrogenation bottle was added 2-BOC-hydrazino-5-nitropyridine (1 equivalent), 1(7% palladium on charcoal (0.3 gm Pd/gm of pyridine) and ethanol (100 ml/gm of pyridine). The reaction was hydrogenated at 50 psi H2 for 2 hours at room temperature on a Parr hydrogenator. The reaction mixture was filtered through a filter cell plug and rinsed with ethanol. The yellow green solution was concentrated under reduced pressure to give a pale yellow solid. The product was recrystallized from et... The reactants are O.C(C)(=O)OCC (water ethyl acetate), CC(C)([O-])C.[K+] (potassium tert-butoxide), C(C1=CC=CC=C1)(C1=CC=CC=C1)(C1=CC=CC=C1)Cl (trityl chloride), C(C)OC(=O)C=1C=NNC1 (4-(ethoxycarbonyl)pyrazole). Solvent: CN(C)C=O (DMF). Reaction conditions: time 1 hour. Product: C(C)OC(=O)C=1C=NN(C1)C(C1=CC=CC=C1)(C1=CC=CC=C1)C1=CC=CC=C1 (4-ethoxycarbonyl-1-(trityl)pyrazole). The yield is 79.5%. As a reaction SMILES: CC(C)([O-])C.[K+].[C:7](Cl)([C:20]1[CH:25]=[CH:24][CH:23]=[CH:22][CH:21]=1)([C:14]1[CH:19]=[CH:18][CH:17]=[CH:16][CH:15]=1)[C:8]1[CH:13]=[CH:12][CH:11]=[CH:10][CH:9]=1.[CH2:27]([O:29][C:30]([C:32]1[CH:33]=[N:34][NH:35][CH:36]=1)=[O:31])[CH3:28].O.C(OCC)(=O)C>CN(C=O)C>[CH2:27]([O:29][C:30]([C:32]1[CH:33]=[N:34][N:35]([C:7]([C:20]2[CH:25]=[CH:24][CH:23]=[CH:22][CH:21]=2)([C:14]2[CH:19]=[CH:18][CH:17]=[CH:16][CH:15]=2)[C:8]2[CH:13]=[CH:12][CH:11]=[CH:10][CH:9]=2)[CH:36]=1)=[O:31])[CH3:28] |f:0.1,4.5|. Procedure: Under N2 atmosphere, potassium tert-butoxide (9.60 g, 85.5 m mol) and trityl chloride (21.9 g, 78.5 m mol) were added successively to a solution of 4-(ethoxycarbonyl)pyrazole (10.0 g, 71.3 m mol) in DMF (100 ml) at 0° C. After stirred for 1 hour, the mixture was poured into water/ethyl acetate. The aqueous layer was separated, and the organic layer was washed with water, brine and dried over magnesium sulfate. After evaporation of the solvent, the resulting precipitate was recrystallized from et... The reactants are O=C([O-])O, ClCCl, CCOC(=O)c1cccc(C(O)C2CCCC3=Cc4c(-c5ccc(F)cc5)ncn4CC32C)c1, [Na+], [Na+], [Na+], O=S([O-])([O-])=S, c1ccncc1. The product is CCOC(=O)c1cccc(C(=O)C2CCCC3=Cc4c(-c5ccc(F)cc5)ncn4CC32C)c1. As a reaction SMILES: [C:41](=[O:42])([OH:43])[O-:44].[CH2:53]([Cl:54])[Cl:55].[F:1][c:2]1[cH:3][cH:4][c:5](-[c:8]2[n:9][cH:10][n:11]3[c:20]2[CH:19]=[C:18]2[C:13]([CH3:34])([CH2:12]3)[CH:14]([CH:21]([c:22]3[cH:23][c:24]([C:25](=[O:26])[O:27][CH2:28][CH3:29])[cH:30][cH:31][cH:32]3)[OH:33])[CH2:15][CH2:16][CH2:17]2)[cH:6][cH:7]1.[Na+:45].[Na+:51].[Na+:52].[S:46]([O-:47])([O-:48])(=[O:49])=[S:50].[cH:35]1[cH:36][cH:37][n:38][cH:39][cH:40]1>>[F:1][c:2]1[cH:3][cH:4][c:5](-[c:8]2[n:9][cH:10][n:11]3[c:20]2[CH:19]=[C:18]2[C:13]([CH3:34])([CH2:12]3)[CH:14]([C:21]([c:22]3[cH:23][c:24]([C:25](=[O:26])[O:27][CH2:28][CH3:29])[cH:30][cH:31][cH:32]3)=[O:33])[CH2:15][CH2:16][CH2:17]2)[cH:6][cH:7]1. The reactants are N1=CC=C(C2=CC=CC=C12)C=O (4-quinolinecarboxaldehyde), C(CCC)(=O)NN (butyric acid hydrazide), C(C)O (ethanol). Run in O (water). The product is N1=CC=C(C2=CC=CC=C12)C=NNC(CCC)=O (butyric acid (4-quinolinylmethylene)hydrazide). The yield is 85.4%. RXN SMILES: [N:1]1[C:10]2[C:5](=[CH:6][CH:7]=[CH:8][CH:9]=2)[C:4]([CH:11]=O)=[CH:3][CH:2]=1.[C:13]([NH:18][NH2:19])(=[O:17])[CH2:14][CH2:15][CH3:16].C(O)C>O>[N:1]1[C:10]2[C:5](=[CH:6][CH:7]=[CH:8][CH:9]=2)[C:4]([CH:11]=[N:19][NH:18][C:13](=[O:17])[CH2:14][CH2:15][CH3:16])=[CH:3][CH:2]=1. Procedure details: A mixture of 7.85 gm (0.05 mole) of 4-quinolinecarboxaldehyde, 5.11 gm (0.05 mole) of butyric acid hydrazide and 100 ml of ethanol is refluxed 4 hr. The reaction mixture is diluted with water and cooled to room temperature. The mixture is chilled. The solid that separates is collected, washed with water and dried to give 10.3 gm of the title compound, having a melting point of 130.4° C. Reactants: COC(=O)C1=CC=C(C=C1)CC(CC)(O)[N+](=O)[O-] (1-(4-methoxycarbonylphenyl)-2-nitro-butan-2-ol), C(=O)[O-].[NH4+] (ammonium formate). Reagents/catalysts: [Pd] (palladium on carbon). The solvent is C1CCOC1 (THF), CO (methanol), CCOCC (Et2O). Conditions: time 3 hour. The product is COC(=O)C1=CC=C(C=C1)C(C(CC)N)O (1-(4-methoxycarbonylphenyl)-2-amino-butan-1-ol). Isolated yield 75.8%. As a reaction SMILES: [CH3:1][O:2][C:3]([C:5]1[CH:10]=[CH:9][C:8]([CH2:11][C:12]([N+:16]([O-])=O)(O)[CH2:13][CH3:14])=[CH:7][CH:6]=1)=[O:4].C([O-])=[O:20].[NH4+]>C1COCC1.CO.[Pd].CCOCC>[CH3:1][O:2][C:3]([C:5]1[CH:10]=[CH:9][C:8]([CH:11]([OH:20])[CH:12]([NH2:16])[CH2:13][CH3:14])=[CH:7][CH:6]=1)=[O:4] |f:1.2|. Procedure: To a solution of 1-(4-methoxycarbonylphenyl)-2-nitro-butan-2-ol (0.34 g, 1.3 mmol) in THF (5 mL) and methanol (5 mL) was added 10% palladium on carbon (50 mg) followed by ammonium formate (0.4 g, 5 equivalents). The resulting mixture was stirred at room temperature for 3 hours ten diluted with Et2O, filtered and evaporated in vacuo. Flash column chromatography (SiO2, 15% MeOH in CHCl3) gave erythro 1-(4-methoxycarbonylphenyl)-2-amino-butan-1-ol (0.22 g, 73%). RXN SMILES: [CH3:27][OH:28].[F:1][C:2]([CH2:3][CH2:4][S:5][CH2:6][C:7]#[N:8])([C:9]([C:10]([C:11]([F:12])([F:13])[F:14])([F:15])[F:16])([F:17])[F:18])[F:19].[Na+:24].[Na+:25].[OH2:26].[S:20](=[O:21])([O-:22])[O-:23]>>[F:1][C:2]([CH2:3][CH2:4][S:5]([CH2:6][C:7]#[N:8])=[O:21])([C:9]([C:10]([C:11]([F:12])([F:13])[F:14])([F:15])[F:16])([F:17])[F:18])[F:19]. The product is N#CCS(=O)CCC(F)(F)C(F)(F)C(F)(F)C(F)(F)F. Reactants: CO, N#CCSCCC(F)(F)C(F)(F)C(F)(F)C(F)(F)F, [Na+], [Na+], O, O=S([O-])[O-].